This data is from the Open Reaction Database (ORD), a public repository of structured organic reaction records. The task is: describe an organic reaction: reactants, conditions, products, and yield The reactants are ClC=1C(=C(C(=C(C1)C(C)O)OCC)C1CN(C1)C(=O)OC(C)(C)C)F (tert-butyl 3-[3-chloro-6-ethoxy-2-fluoro-5-(1-hydroxyethyl)phenyl]azetidine-1-carboxylate), N1=C(Cl)N=C(Cl)N=C1Cl (cyanuric chloride). Product: ClC=1C(=C(C(=C(C1)C(C)Cl)OCC)C1CN(C1)C(=O)OC(C)(C)C)F (tert-Butyl 3-[3-chloro-5-(1-chloroethyl)-6-ethoxy-2-fluorophenyl]azetidine-1-carboxylate). Reaction SMILES: [Cl:1][C:2]1[C:3]([F:25])=[C:4]([CH:14]2[CH2:17][N:16]([C:18]([O:20][C:21]([CH3:24])([CH3:23])[CH3:22])=[O:19])[CH2:15]2)[C:5]([O:11][CH2:12][CH3:13])=[C:6]([CH:8](O)[CH3:9])[CH:7]=1.N1C(Cl)=NC(Cl)=NC=1[Cl:28]>>[Cl:1][C:2]1[C:3]([F:25])=[C:4]([CH:14]2[CH2:17][N:16]([C:18]([O:20][C:21]([CH3:24])([CH3:23])[CH3:22])=[O:19])[CH2:15]2)[C:5]([O:11][CH2:12][CH3:13])=[C:6]([CH:8]([Cl:28])[CH3:9])[CH:7]=1. Procedure details: This compound was prepared according to the procedure of Example 13 step 6, using tert-butyl 3-[3-chloro-6-ethoxy-2-fluoro-5-(1-hydroxyethyl)phenyl]azetidine-1-carboxylate (racemic) and cyanuric chloride as the starting materials. Reactants: O.[OH-].[Li+] (Lithium hydroxide monohydrate), C(C)(C)(C)OC(=O)N[C@H]1CCCCCC(C[C@H]2[C@](NC([C@H]3N(C1=O)C[C@@H](C3)O)=O)(C2)C(=O)OCC)(F)F ((2R,6S,13aS,14aR,16aS)-ethyl 6-(tert-butoxycarbonylamino)-12,12-difluoro-2-hydroxy-5,16-dioxooctadecahydrocyclopropa[e]pyrrolo[1,2-a][1,4]diazacyclopentadecine-14a-carboxylate), O1CCCC1 (tetrahydrofuran), CO (methanol). Solvent: CC#N (CH3CN), Cl (HCl), O (water). Reaction conditions: temperature 40 celsius, time 16 hour. Yields the product C(C)(C)(C)OC(=O)N[C@H]1CCCCCC(C[C@H]2[C@](NC([C@H]3N(C1=O)C[C@@H](C3)O)=O)(C2)C(=O)O)(F)F ((2R,6S,13aS,14aR,16aS)-6-(tert-butoxycarbonylamino)-12,12-difluoro-2-hydroxy-5,16-dioxooctadecahydrocyclopropa[e]pyrrolo[1,2-a][1,4]diazacyclopentadecine-14a-carboxylic acid). Isolated yield 99.7%. As a reaction SMILES: [C:1]([O:5][C:6]([NH:8][C@@H:9]1[C:23](=[O:24])[N:22]2[CH2:25][C@H:26]([OH:28])[CH2:27][C@H:21]2[C:20](=[O:29])[NH:19][C@:18]2([C:31]([O:33]CC)=[O:32])[CH2:30][C@H:17]2[CH2:16][C:15]([F:37])([F:36])[CH2:14][CH2:13][CH2:12][CH2:11][CH2:10]1)=[O:7])([CH3:4])([CH3:3])[CH3:2].O1CCCC1.CO.O.[OH-].[Li+]>CC#N.Cl.O>[C:1]([O:5][C:6]([NH:8][C@@H:9]1[C:23](=[O:24])[N:22]2[CH2:25][C@H:26]([OH:28])[CH2:27][C@H:21]2[C:20](=[O:29])[NH:19][C@:18]2([C:31]([OH:33])=[O:32])[CH2:30][C@H:17]2[CH2:16][C:15]([F:37])([F:36])[CH2:14][CH2:13][CH2:12][CH2:11][CH2:10]1)=[O:7])([CH3:4])([CH3:2])[CH3:3] |f:3.4.5|. Procedure: To (2R,6S,13aS,14aR,16aS)-ethyl 6-(tert-butoxycarbonylamino)-12,12-difluoro-2-hydroxy-5,16-dioxooctadecahydrocyclopropa[e]pyrrolo[1,2-a][1,4]diazacyclopentadecine-14a-carboxylate (Example 7i, 900 mg, 1.693 mmol) was added tetrahydrofuran (5.6 ml), methanol (2.80 ml) and water (2.80 ml). Lithium hydroxide monohydrate (145.44 mg, 3.47 mmol) was added at room temperature, and the reaction mixture was stirred at 40° C. for 16 h. The reaction mixture was diluted with CH3CN and neutralized with HCl (2... Starting materials: OCCc1ccc2cc(Br)ccc2c1, N#Cc1ccc(B(O)O)cc1, CC(C)O, Cl[Pd]Cl, c1ccc(P(c2ccccc2)c2ccccc2)cc1, c1ccc(P(c2ccccc2)c2ccccc2)cc1. Yields the product N#Cc1ccc(-c2ccc3cc(CCO)ccc3c2)cc1. Reaction SMILES: [Br:1][c:2]1[cH:3][c:4]2[cH:5][cH:6][c:7]([CH2:12][CH2:13][OH:14])[cH:8][c:9]2[cH:10][cH:11]1.[C:15](#[N:16])[c:17]1[cH:18][cH:19][c:20]([B:23]([OH:24])[OH:25])[cH:21][cH:22]1.[CH:26]([OH:27])([CH3:28])[CH3:29].[Pd:30]([Cl:31])[Cl:32].[c:33]1([P:34]([c:35]2[cH:36][cH:37][cH:38][cH:39][cH:40]2)[c:41]2[cH:42][cH:43][cH:44][cH:45][cH:46]2)[cH:47][cH:48][cH:49][cH:50][cH:51]1.[c:52]1([P:53]([c:54]2[cH:55][cH:56][cH:57][cH:58][cH:59]2)[c:60]2[cH:61][cH:62][cH:63][cH:64][cH:65]2)[cH:66][cH:67][cH:68][cH:69][cH:70]1>>[c:2]1(-[c:20]2[cH:19][cH:18][c:17]([C:15]#[N:16])[cH:22][cH:21]2)[cH:3][c:4]2[cH:5][cH:6][c:7]([CH2:12][CH2:13][OH:14])[cH:8][c:9]2[cH:10][cH:11]1. Reactants: product, C(=O)(N1C=NC=C1)N1C=NC=C1 (carbonyldiimidazole), CN[C@H]1[C@@H](CC2=CC=CC=C12)N1CCCC1 (trans (±) 2,3-dihydro-N-methyl-2-(pyrrolidin-1-yl)-1H-inden-1-amine), C1(=CC=CC2=CC=CC=C12)CC(=O)O (1-naphthylacetic acid). Product: N1(CCCC1)[C@H]1[C@@H](C2=CC=CC=C2C1)N(C(CC1=CC=CC2=CC=CC=C12)=O)C (trans (±) N-[2,3-dihydro-2-(1-pyrrolidinyl)-1H-inden-1-yl]-N-methyl-1-naphthalene-acetamide). As a reaction SMILES: [CH3:1][NH:2][C@@H:3]1[C:11]2[C:6](=[CH:7][CH:8]=[CH:9][CH:10]=2)[CH2:5][C@H:4]1[N:12]1[CH2:16][CH2:15][CH2:14][CH2:13]1.[C:17]1([CH2:27][C:28]([OH:30])=O)[C:26]2[C:21](=[CH:22][CH:23]=[CH:24][CH:25]=2)[CH:20]=[CH:19][CH:18]=1.C(N1C=CN=C1)(N1C=CN=C1)=O>>[N:12]1([C@@H:4]2[CH2:5][C:6]3[C:11](=[CH:10][CH:9]=[CH:8][CH:7]=3)[C@H:3]2[N:2]([CH3:1])[C:28](=[O:30])[CH2:27][C:17]2[C:26]3[C:21](=[CH:22][CH:23]=[CH:24][CH:25]=3)[CH:20]=[CH:19][CH:18]=2)[CH2:13][CH2:14][CH2:15][CH2:16]1. Procedure details: Using the procedure of Step C of Example 1, 0.432 g of the product of the product of Step B of Example 1, 0.484 of 1-naphthylacetic acid and 0.422 g of carbonyldiimidazole were reacted to obtain 0.718 g of trans (±) N-[2,3-dihydro-2-(1-pyrrolidinyl)-1H-inden-1-yl]-N-methyl-1-naphthalene-acetamide melting at 127° C. and then 0.655 g of the base were reacted to obtain 0.533 g of its hydrochloride melting at ≃240° C. Starting materials: C1(CC1)NC(C1=CC(=C(C=C1)C)N1C=NC2=CC=C(C=C2C1=O)C=1CCNCC1)=O (N-Cyclopropyl-4-methyl-3-[4-oxo-6-(1,2,3,6-tetrahydropyridin-4-yl)quinazolin-3(4H)-yl]benzamide), C=O (formaldehyde). Run in C(=O)O (formic acid). The product is C1(CC1)NC(C1=CC(=C(C=C1)C)N1C=NC2=CC=C(C=C2C1=O)C=1CCN(CC1)C)=O (N-cyclopropyl-4-methyl-3-[6-(1-methyl-1,2,3,6-tetrahydropyridin-4-yl)-4-oxoquinazolin-3(4H)-yl]benzamide). As a reaction SMILES: [CH:1]1([NH:4][C:5](=[O:30])[C:6]2[CH:11]=[CH:10][C:9]([CH3:12])=[C:8]([N:13]3[C:22](=[O:23])[C:21]4[C:16](=[CH:17][CH:18]=[C:19]([C:24]5[CH2:25][CH2:26][NH:27][CH2:28][CH:29]=5)[CH:20]=4)[N:15]=[CH:14]3)[CH:7]=2)[CH2:3][CH2:2]1.[CH2:31]=O>C(O)=O>[CH:1]1([NH:4][C:5](=[O:30])[C:6]2[CH:11]=[CH:10][C:9]([CH3:12])=[C:8]([N:13]3[C:22](=[O:23])[C:21]4[C:16](=[CH:17][CH:18]=[C:19]([C:24]5[CH2:25][CH2:26][N:27]([CH3:31])[CH2:28][CH:29]=5)[CH:20]=4)[N:15]=[CH:14]3)[CH:7]=2)[CH2:3][CH2:2]1. Procedure: N-Cyclopropyl-4-methyl-3-[4-oxo-6-(1,2,3,6-tetrahydropyridin-4-yl)quinazolin-3(4H)-yl]benzamide (0.293 g) and 38% aqueous formaldehyde (0.577 ml) were stirred in formic acid (6 ml) at 90° C. for 3.5 hours and then concentrated. The residue was partitioned between ethyl acetate and saturated aqueous NaHCO3 solution. The organic layer was washed with brine, dried (magnesium sulfate) and concentrated. Purification by column chromatography on a silica column eluting with 10% methanol/ethyl acetate f... The reactants are [Cl-].C1(CCCCCCC1)[NH2+]CCCl (N-cyclooctyl-N-(2-chloroethyl)ammonium chloride), ClC1=C(C=CC=C1Cl)N=C=S (2,3-dichlorophenyl isothiocyanate). The product is ClC1=C(C=CC=C1Cl)N=C1SCCN1C1CCCCCCC1 (2-(2,3-dichlorophenylimino)-3-cyclooctyl-1,3-thiazolidine). Reaction SMILES: [Cl-].[CH:2]1([NH2+:10][CH2:11][CH2:12]Cl)[CH2:9][CH2:8][CH2:7][CH2:6][CH2:5][CH2:4][CH2:3]1.[Cl:14][C:15]1[C:20]([Cl:21])=[CH:19][CH:18]=[CH:17][C:16]=1[N:22]=[C:23]=[S:24]>>[Cl:14][C:15]1[C:20]([Cl:21])=[CH:19][CH:18]=[CH:17][C:16]=1[N:22]=[C:23]1[N:10]([CH:2]2[CH2:3][CH2:4][CH2:5][CH2:6][CH2:7][CH2:8][CH2:9]2)[CH2:11][CH2:12][S:24]1 |f:0.1|. Procedure details: 2-Hydroxyethylamine was reacted with cyclooctyl bromide according to Method B2a to give N-cyclooctyl-N-(2-hydroxyethyl)amine. The alcohol was reacted with SOCl2 according to Method B7c to give N-cyclooctyl-N-(2-chloroethyl)ammonium chloride. The chloroethylamine was reacted with 2,3-dichlorophenyl isothiocyanate to give 2-(2,3-dichlorophenylimino)-3-cyclooctyl-1,3-thiazolidine.